This data is from the Open Reaction Database (ORD), a public repository of structured organic reaction records. The task is: describe an organic reaction: reactants, conditions, products, and yield The reactants are COc1cc(CCNC(=O)C(NC(=O)OC(C)(C)C)C(C)C)ccc1OCc1ccccc1, [H][H], C1CCOC1. Yields the product COc1cc(CCNC(=O)C(NC(=O)OC(C)(C)C)C(C)C)ccc1O. As a reaction SMILES: [CH2:1]([c:2]1[cH:3][cH:4][cH:5][cH:6][cH:7]1)[O:8][c:9]1[c:10]([O:32][CH3:33])[cH:11][c:12]([CH2:15][CH2:16][NH:17][C:18]([CH:19]([CH:20]([CH3:21])[CH3:22])[NH:23][C:24](=[O:25])[O:26][C:27]([CH3:28])([CH3:29])[CH3:30])=[O:31])[cH:13][cH:14]1.[H:39][H:40].[O:34]1[CH2:35][CH2:36][CH2:37][CH2:38]1>>[OH:8][c:9]1[c:10]([O:32][CH3:33])[cH:11][c:12]([CH2:15][CH2:16][NH:17][C:18]([CH:19]([CH:20]([CH3:21])[CH3:22])[NH:23][C:24](=[O:25])[O:26][C:27]([CH3:28])([CH3:29])[CH3:30])=[O:31])[cH:13][cH:14]1. Reactants: C[Li] (methyl lithium), CC1=C(C=O)C=CC(=C1)[N+](=O)[O-] (2-Methyl-4-nitro-benzaldehyde). The reagents and catalysts are [Ti](Cl)(Cl)(Cl)Cl (titanium tetrachloride). Run in CCOCC (Et2O), C(C)OCC (diethyl ether). The product is CC1=C(C=CC(=C1)[N+](=O)[O-])C(C)O (1-(2-Methyl-4-nitro-phenyl)ethanol). Isolated yield 89.8%. Reaction SMILES: [CH3:1][Li].[CH3:3][C:4]1[CH:11]=[C:10]([N+:12]([O-:14])=[O:13])[CH:9]=[CH:8][C:5]=1[CH:6]=[O:7]>C(OCC)C.[Ti](Cl)(Cl)(Cl)Cl>[CH3:3][C:4]1[CH:11]=[C:10]([N+:12]([O-:14])=[O:13])[CH:9]=[CH:8][C:5]=1[CH:6]([OH:7])[CH3:1]. Procedure: Following the General Procedure of Description 8, MeTiCl3 was freshly prepared prior to use from commercial titanium tetrachloride (TiCl4) (4.73 mL, 8.17 g, 43.1 mmol) and methyl lithium (MeLi) (1.6 M in Et2O, 26.9 mL, 43.0 mmol) in anhydrous diethyl ether (Et2O) (230 mL). A solution of 2-methyl-4-nitro-benzaldehyde (7b) (7.11 g, 43.0 mmol) in anhydrous Et2O (200 mL) was added. Aqueous work-up afforded 7.0 g (90% yield) of the target compound (7c) as a yellow solid. The material was of sufficien... Reactants: C1(=CC=CC=C1)C1C(N(C(C1)=O)C1=CC=C(C=C1)B1OC(C(O1)(C)C)(C)C)=O (3-phenyl-1-[4-(4,4,5,5-tetramethyl-1,3,2-dioxaborolan-2-yl)phenyl]-2,5-pyrrolidinedione), IC1=NN(C2=NC=NC(=C21)N)[C@@H]2CC[C@@H](CC2)N2CCN(CC2)C (cis-3-iodo-1-[4-(4-methylpiperazino)-cyclohexyl]-1H-pyrazolo[3,4-d]pyrimidin-4-amine), tetrakis-(triphenylphosphine)palladium, O.C([O-])([O-])=O.[Na+].[Na+] (sodium carbonate monohydrate). Run in COCCOC (ethylene glycol dimethyl ether), O (water). Yields the product C(C)(=O)O.NC1=C2C(=NC=N1)N(N=C2C2=CC=C(NC(CC(C(=O)O)C1=CC=CC=C1)=O)C=C2)[C@@H]2CC[C@@H](CC2)N2CCN(CC2)C (cis-4-(4-{4-amino-1-[4-(4-methylpiperazino)cyclohexyl]-1H-pyrazolo[3,4-d]pyrimidin-3-yl}anilino)-4-oxo-2-phenylbutanoic acid acetate), C(C)(=O)O.NC1=C2C(=NC=N1)N(N=C2C2=CC=C(NC(C(CC(=O)O)C1=CC=CC=C1)=O)C=C2)[C@@H]2CC[C@@H](CC2)N2CCN(CC2)C (cis-4-(4-{4-amino-1-[4-(4-methylpiperazino)cyclohexyl]-1H-pyrazolo[3,4-d]pyrimidin-3-yl}anilino)-4-oxo-3-phenylbutanoic acid acetate). As a reaction SMILES: [C:1]1([CH:7]2[CH2:11][C:10](=[O:12])[N:9]([C:13]3[CH:18]=[CH:17][C:16](B4[O:23][C:22]([CH3:25])(C)C(C)(C)O4)=[CH:15][CH:14]=3)[C:8]2=[O:28])[CH:6]=[CH:5][CH:4]=[CH:3][CH:2]=1.I[C:30]1[C:38]2[C:33](=[N:34][CH:35]=[N:36][C:37]=2[NH2:39])[N:32]([C@H:40]2[CH2:45][CH2:44][C@@H:43]([N:46]3[CH2:51][CH2:50][N:49]([CH3:52])[CH2:48][CH2:47]3)[CH2:42][CH2:41]2)[N:31]=1.[OH2:53].[C:54](=[O:57])([O-])[O-:55].[Na+].[Na+]>COCCOC.O>[C:22]([OH:55])(=[O:23])[CH3:25].[NH2:39][C:37]1[N:36]=[CH:35][N:34]=[C:33]2[N:32]([C@H:40]3[CH2:45][CH2:44][C@@H:43]([N:46]4[CH2:51][CH2:50][N:49]([CH3:52])[CH2:48][CH2:47]4)[CH2:42][CH2:41]3)[N:31]=[C:30]([C:16]3[CH:15]=[CH:14][C:13]([NH:9][C:10](=[O:12])[CH2:11][CH:7]([C:1]4[CH:2]=[CH:3][CH:4]=[CH:5][CH:6]=4)[C:8]([OH:28])=[O:53])=[CH:18][CH:17]=3)[C:38]=12.[C:54]([OH:55])(=[O:57])[CH3:1].[NH2:39][C:37]1[N:36]=[CH:35][N:34]=[C:33]2[N:32]([C@H:40]3[CH2:45][CH2:44][C@@H:43]([N:46]4[CH2:51][CH2:50][N:49]([CH3:52])[CH2:48][CH2:47]4)[CH2:42][CH2:41]3)[N:31]=[C:30]([C:16]3[CH:15]=[CH:14][C:13]([NH:9][C:8](=[O:28])[CH:7]([C:1]4[CH:2]=[CH:3][CH:4]=[CH:5][CH:6]=4)[CH2:11][C:10]([OH:12])=[O:55])=[CH:18][CH:17]=3)[C:38]=12 |f:2.3.4.5,8.9,10.11|. Procedure details: A mixture of 3-phenyl-1-[4-(4,4,5,5-tetramethyl-1,3,2-dioxaborolan-2-yl)phenyl]-2,5-pyrrolidinedione (0.35 g, 0.00093 mol), cis-3-iodo-1-[4-(4-methylpiperazino)-cyclohexyl]-1H-pyrazolo[3,4-d]pyrimidin-4-amine (0.34 g, 0.000773 mol), tetrakis-(triphenylphosphine)palladium (0.053 g, 0.000046 mol) and sodium carbonate monohydrate (0.24 g, 0.00193 mol) was heated in a mixture of ethylene glycol dimethyl ether (14 mL) and water (7 mL) at 80° C. for sixteen hours under an atmosphere of nitrogen. The m... The reactants are OC=1C=NC=CC1 (3-hydroxy-pyridine), ClC1=NC(=NC(=C1)C)NC1=CC(=C(C=C1)N1C=NC(=C1)C)OC ((4-chloro-6-methyl-pyrimidin-2-yl)-[3-methoxy-4-(4-methyl-imidazol-1-yl)-phenyl]-amine). Product: COC=1C=C(C=CC1N1C=NC(=C1)C)NC1=NC(=CC(=N1)C)OC=1C=NC=CC1 ([3-Methoxy-4-(4-methyl-imidazol-1-yl)-phenyl]-[4-methyl-6-(pyridin-3-yloxy)-pyrimidin-2-yl]-amine). The yield is 53.0%. As a reaction SMILES: [OH:1][C:2]1[CH:3]=[N:4][CH:5]=[CH:6][CH:7]=1.Cl[C:9]1[CH:14]=[C:13]([CH3:15])[N:12]=[C:11]([NH:16][C:17]2[CH:22]=[CH:21][C:20]([N:23]3[CH:27]=[C:26]([CH3:28])[N:25]=[CH:24]3)=[C:19]([O:29][CH3:30])[CH:18]=2)[N:10]=1>>[CH3:30][O:29][C:19]1[CH:18]=[C:17]([NH:16][C:11]2[N:12]=[C:13]([CH3:15])[CH:14]=[C:9]([O:1][C:2]3[CH:3]=[N:4][CH:5]=[CH:6][CH:7]=3)[N:10]=2)[CH:22]=[CH:21][C:20]=1[N:23]1[CH:27]=[C:26]([CH3:28])[N:25]=[CH:24]1. Procedure details: The title compound was prepared in analogous manners as described in example 9 from 3-hydroxy-pyridine and (4-chloro-6-methyl-pyrimidin-2-yl)-[3-methoxy-4-(4-methyl-imidazol-1-yl)-phenyl]-amine. It was obtained in 53% yield as a pale-yellow solid after purification by column chromatography on silica gel using dichloromethane/methanol (19:1 v/v) as eluent. Reaction SMILES: [CH3:1][N:2]([CH2:4][CH2:5][CH2:6][O:7][CH2:8][CH2:9][CH2:10][CH2:11][CH2:12][CH2:13][CH2:14][CH2:15][CH2:16][CH2:17][CH2:18][CH2:19][CH2:20][CH2:21][CH2:22][CH2:23][CH2:24][CH3:25])[CH3:3].[CH3:26][Cl:27]>C(O)(C)C>[Cl-:27].[CH3:1][N+:2]([CH2:4][CH2:5][CH2:6][O:7][CH2:8][CH2:9][CH2:10][CH2:11][CH2:12][CH2:13][CH2:14][CH2:15][CH2:16][CH2:17][CH2:18][CH2:19][CH2:20][CH2:21][CH2:22][CH2:23][CH2:24][CH3:25])([CH3:26])[CH3:3] |f:3.4|. Product: [Cl-].C[N+](C)(C)CCCOCCCCCCCCCCCCCCCCCC (N,N,N-trimethyl-3-octadecyloxypropylammonium chloride). Reactants: CN(C)CCCOCCCCCCCCCCCCCCCCCC (N,N-dimethyl-3-octadecyloxy-propylamine), CCl (methyl chloride), CCl (methyl chloride). The solvent is C(C)(C)O (isopropyl alcohol), C(C)(C)O (isopropyl alcohol). Procedure details: A 1-L autoclave equipped with a stirrer and a thermometer was charged with N,N-dimethyl-3-octadecyloxy-propylamine (300 g) obtained in Example 1A, isopropyl alcohol (90 g) and methyl chloride (100 g) to conduct a reaction at 90° C. for 6 hours. Excessive methyl chloride was topped to obtain an isopropyl alcohol solution of N,N,N-trimethyl-3-octadecyloxypropylammonium chloride. The quaternizing rate was 98% (KSTM 20082). Conditions: time 5 minute. Product: ClC1=C(OC2=CN=C(S2)N)C=CC=C1 (5-(2-Chloro-phenoxy)-thiazol-2-ylamine). Starting materials: ClC1=C(C=CC=C1)O (2-Chloro-phenol), Br.BrC1=CN=C(S1)N (5-bromo-thiazol-2-ylamine hydrobromide), CCOCC (ether), [H-].[Na+] (Sodium hydride). Reaction SMILES: [Cl:1][C:2]1[CH:7]=[CH:6][CH:5]=[CH:4][C:3]=1[OH:8].[H-].[Na+].Br.Br[C:13]1[S:17][C:16]([NH2:18])=[N:15][CH:14]=1.CCOCC>CN(C)C=O.C1COCC1>[Cl:1][C:2]1[CH:7]=[CH:6][CH:5]=[CH:4][C:3]=1[O:8][C:13]1[S:17][C:16]([NH2:18])=[N:15][CH:14]=1 |f:1.2,3.4|. Run in CN(C=O)C (N,N-dimethylformamide), C1CCOC1 (THF), C1CCOC1 (THF), CN(C=O)C (DMF). Procedure details: 2-Chloro-phenol (1.7 mL, 16.0 mmol) was dissolved in a mixture of 36 mL of tetrhydrofuran (THF) and 4 mL of N,N-dimethylformamide (DMF). Sodium hydride (60% dispersion in oil, 0.700 g, 17.5 mmol) was added and the reaction was stirred for 5 minutes under an atmosphere of nitrogen. A solution of 5-bromo-thiazol-2-ylamine hydrobromide (2.1 g, 8.0 mmol) in 18 mL of THF and 2 mL of DMF was slowly added to the reaction mixture. The mixture was allowed to stir for 10 minutes and then 100 mL of ether w... Yield: 19.6%.